Dataset: the Open Reaction Database (ORD), a public repository of structured organic reaction records. Task: describe an organic reaction: reactants, conditions, products, and yield Reaction SMILES: Cl[C:2]1[CH:7]=[CH:6][N:5]=[C:4]([NH:8][C:9]2[CH:10]=[C:11]([CH:16]=[CH:17][CH:18]=2)[C:12]([NH:14][CH3:15])=[O:13])[CH:3]=1.CCN(C(C)C)C(C)C.[F:28][C:29]1[CH:39]=[C:38]([Cl:40])[CH:37]=[CH:36][C:30]=1[O:31][CH:32]1[CH2:35][NH:34][CH2:33]1>C(O)(C)C>[Cl:40][C:38]1[CH:37]=[CH:36][C:30]([O:31][CH:32]2[CH2:35][N:34]([C:2]3[CH:7]=[CH:6][N:5]=[C:4]([NH:8][C:9]4[CH:10]=[C:11]([CH:16]=[CH:17][CH:18]=4)[C:12]([NH:14][CH3:15])=[O:13])[CH:3]=3)[CH2:33]2)=[C:29]([F:28])[CH:39]=1. Run in C(C)(C)O (Isopropanol). Yield: 20.5%. Run at temperature 80 celsius. Procedure: To a solution of 3-((4-chloropyridin-2-yl)amino)-N-methylbenzamide (0.300 g, 1.14 mmol) in Isopropanol (4 mL) was added DIPEA (0.3 mL, 1.71 mmol) and 3-(2-fluoro-4-chlorophenoxy)azetidine (0.230 g, 1.14 mmol) [prepared as described in Example AAA] and the reaction mixture was heated at 80° C. for 7 h. The mixture was concentrated under reduced pressure and extracted with EtOAc (2×20 mL). The organic extracts were washed with brine, dried over anhydrous sodium sulfate and concentrated under reduc... Reactants: ClC1=CC(=NC=C1)NC=1C=C(C(=O)NC)C=CC1 (3-((4-chloropyridin-2-yl)amino)-N-methylbenzamide), CCN(C(C)C)C(C)C (DIPEA), FC1=C(OC2CNC2)C=CC(=C1)Cl (3-(2-fluoro-4-chlorophenoxy)azetidine). The product is ClC1=CC(=C(OC2CN(C2)C2=CC(=NC=C2)NC=2C=C(C(=O)NC)C=CC2)C=C1)F (3-((4-(3-(4-chloro-2-fluorophenoxy)azetidin-1-yl)pyridin-2-yl)amino)-N-methylbenzamide). The reactants are CN1C(=NC(=C1)C1=CC=CC=C1)C1C(C1)C(=O)OCC (ethyl 2-(1-methyl-4-phenyl-1H-imidazol-2-yl)cyclopropanecarboxylate), O.[OH-].[Li+] (lithium hydroxide monohydrate), Cl (HCl), CO (methanol). Solvent: C1(=CC=CC=C1)C (toluene), O1CCCC1 (tetrahydrofuran), O (water), O (water). Product: CN1C(=NC(=C1)C1=CC=CC=C1)C1C(C1)C(=O)O (2-(1-methyl-4-phenyl-1H-imidazol-2-yl)cyclopropanecarboxylic acid). As a reaction SMILES: [CH3:1][N:2]1[CH:6]=[C:5]([C:7]2[CH:12]=[CH:11][CH:10]=[CH:9][CH:8]=2)[N:4]=[C:3]1[CH:13]1[CH2:15][CH:14]1[C:16]([O:18]CC)=[O:17].O.[OH-].[Li+].CO.Cl>O1CCCC1.O.C1(C)C=CC=CC=1>[CH3:1][N:2]1[CH:6]=[C:5]([C:7]2[CH:12]=[CH:11][CH:10]=[CH:9][CH:8]=2)[N:4]=[C:3]1[CH:13]1[CH2:15][CH:14]1[C:16]([OH:18])=[O:17] |f:1.2.3|. Procedure: To a solution of ethyl 2-(1-methyl-4-phenyl-1H-imidazol-2-yl)cyclopropanecarboxylate (746 mg, 2.76 mmol) in tetrahydrofuran (15 mL) was added lithium hydroxide monohydrate (232 mg, 5.52 mmol) in water (5.00 mL) at rt. Added methanol (5.00 mL) and stirred for 15 h at rt. Removed solvent. Obtained a white solid. Redissolved in water (15 mL) and neutralized with 5.5 mL of 1.0 M HCl. Removed solvent and azetroped with toluene (2×10 mL). Dried for 20 h and obtained 2-(1-methyl-4-phenyl-1H-imidazol-2-... The reactants are C(=O)=O (carbon dioxide), C(C)(=O)NC1=CC=C(C=C1)CC(=O)O ((4-acetylamino-phenyl)-acetic acid), anhydride, C(C)(=O)OC(C)=O (acetic anhydride). Solvent: C(C)N(CC)CC (triethylamine). Conditions: temperature 70 celsius. The product is O=C1C(C(C2=CC=CC=C12)=O)C1=CC=C(C=C1)NC(C)=O (N-[4-(1,3-Dioxo-indan-2-yl)-phenyl]-acetamide). Reaction SMILES: [C:1]([NH:4][C:5]1[CH:10]=[CH:9][C:8]([CH2:11][C:12]([OH:14])=O)=[CH:7][CH:6]=1)(=[O:3])[CH3:2].C(O[C:19](=O)[CH3:20])(=O)C.[C:22](=[O:24])=O>C(N(CC)CC)C>[O:24]=[C:22]1[C:19]2[C:20](=[CH:10][CH:5]=[CH:6][CH:7]=2)[C:12](=[O:14])[CH:11]1[C:8]1[CH:7]=[CH:6][C:5]([NH:4][C:1](=[O:3])[CH3:2])=[CH:10][CH:9]=1. Procedure: A mixture of (4-acetylamino-phenyl)-acetic acid (15 g, Reference Example 15) phthallic anhydride (15.8 g) and triethylamine (42.3 mL) was heated at 70° C. for 3 minutes then treated with acetic anhydride (105.8 mL). The mixture was heated on a steam bath at approximately 70° C. until evolution of carbon dioxide ceased. The resulting deep red solution was evaporated and the residue was treated with water (750 mL) then heated on a steam bath for 2 hours. The insoluble material was filtered, dried ... Starting materials: NC1=NC(=C(C(=C1C#N)C1CCCCC1)C#N)S (2-Amino-4-cyclohexyl-6-mercaptopyridine-3,5-dicarbonitrile), BrCC=1C=C(C(=O)OC)C=CC1 (methyl 3-(bromomethyl)benzoate), C([O-])(O)=O.[Na+] (sodium bicarbonate), NC1=NC(=C(C(=C1C#N)C1CCCCC1)C#N)SCC=1N=C(SC1)C1=CC=C(C=C1)Cl (2-Amino-6-({[2-(4-chlorophenyl)-1,3-thiazol-4-yl]methyl}thio)-4-cyclohexylpyridine-3,5-dicarbonitrile). Solvent: CN(C)C=O (DMF). Product: NC1=C(C(=C(C(=N1)SCC=1C=C(C(=O)OC)C=CC1)C#N)C1CCCCC1)C#N (Methyl 3-{[(6-amino-3,5-dicyano-4-cyclohexylpyridin-2-yl)sulfanyl]methyl}benzoate). As a reaction SMILES: [NH2:1][C:2]1[C:7]([C:8]#[N:9])=[C:6]([CH:10]2[CH2:15][CH2:14][CH2:13][CH2:12][CH2:11]2)[C:5]([C:16]#[N:17])=[C:4]([SH:18])[N:3]=1.Br[CH2:20][C:21]1[CH:22]=[C:23]([CH:28]=[CH:29][CH:30]=1)[C:24]([O:26][CH3:27])=[O:25].C(=O)(O)[O-].[Na+].NC1C(C#N)=C(C2CCCCC2)C(C#N)=C(SCC2N=C(C3C=CC(Cl)=CC=3)SC=2)N=1>CN(C=O)C>[NH2:1][C:2]1[N:3]=[C:4]([S:18][CH2:20][C:21]2[CH:22]=[C:23]([CH:28]=[CH:29][CH:30]=2)[C:24]([O:26][CH3:27])=[O:25])[C:5]([C:16]#[N:17])=[C:6]([CH:10]2[CH2:15][CH2:14][CH2:13][CH2:12][CH2:11]2)[C:7]=1[C:8]#[N:9] |f:2.3|. Procedure details: 140 mg (0.54 mmol) of the compound from Example 33A, 137 mg (0.60 mmol) of methyl 3-(bromomethyl)benzoate and 182 mg (2.17 mmol) of sodium bicarbonate in 2.0 ml of dry DMF are reacted analogously to the preparation of the compound of Example 29. Starting materials: C1(=CC=CC=C1)NC(C(=CC1=CC=C(C=2CCCCC12)O)C#N)=O (N-phenyl β-(4-hydroxy-5,6,7,8-tetrahydronaphth-1-yl)-α-cyanoacrylamide), C(C)(=O)OC(C)=O (acetic anhydride). Solvent: N1=CC=CC=C1 (pyridine). Product: C1(=CC=CC=C1)NC(C(=CC1=CC=C(C=2CCCCC12)OC(C)=O)C#N)=O (N-phenyl β-(4-acetoxy-5,6,7,8-tetrahydronaphth-1-yl)-α-cyanoacrylamide). The yield is 80.0%. RXN SMILES: [C:1]1([NH:7][C:8](=[O:24])[C:9]([C:22]#[N:23])=[CH:10][C:11]2[C:20]3[CH2:19][CH2:18][CH2:17][CH2:16][C:15]=3[C:14]([OH:21])=[CH:13][CH:12]=2)[CH:6]=[CH:5][CH:4]=[CH:3][CH:2]=1.[C:25](OC(=O)C)(=[O:27])[CH3:26]>N1C=CC=CC=1>[C:1]1([NH:7][C:8](=[O:24])[C:9]([C:22]#[N:23])=[CH:10][C:11]2[C:20]3[CH2:19][CH2:18][CH2:17][CH2:16][C:15]=3[C:14]([O:21][C:25](=[O:27])[CH3:26])=[CH:13][CH:12]=2)[CH:2]=[CH:3][CH:4]=[CH:5][CH:6]=1. Procedure: To a cooled solution of N-phenyl β-(4-hydroxy-5,6,7,8-tetrahydronaphth-1-yl)-α-cyanoacrylamide (3.184 g, 0.010 mol) in dry pyridine (5 ml) was added acetic anhydride (2.040 g, 0.020 mol) and the mixture maintained at 0°-5° C. overnight. Thereupon the mixture was concentrated under vacuum, the residue dissolved in dichloromethane, the organic layer washed with water and then evaporated under reduced pressure. The crude product was crystallized from chloroform/methanol to yield pure title compound... Starting materials: C1CCOC1, COCCCn1ncc2ccc(CC(CC(C=O)NC(=O)OC(C)(C)C)C(C)C)cc21. Product: COCCCn1ncc2ccc(CC(CC(NC(=O)OC(C)(C)C)C3CO3)C(C)C)cc21. Reaction SMILES: [CH2:32]1[O:33][CH2:34][CH2:35][CH2:36]1.[CH3:1][O:2][CH2:3][CH2:4][CH2:5][n:6]1[n:7][cH:8][c:9]2[cH:10][cH:11][c:12]([CH2:15][CH:16]([CH2:17][CH:18]([CH:19]=[O:20])[NH:21][C:22]([O:23][C:24]([CH3:25])([CH3:26])[CH3:27])=[O:28])[CH:29]([CH3:30])[CH3:31])[cH:13][c:14]12>>[CH3:1][O:2][CH2:3][CH2:4][CH2:5][n:6]1[n:7][cH:8][c:9]2[cH:10][cH:11][c:12]([CH2:15][CH:16]([CH2:17][CH:18]([CH:19]3[O:20][CH2:32]3)[NH:21][C:22]([O:23][C:24]([CH3:25])([CH3:26])[CH3:27])=[O:28])[CH:29]([CH3:30])[CH3:31])[cH:13][c:14]12. Starting materials: Cc1ccc(-c2c(C(=O)O)n(CC(C)C)c(=O)c3ccc(OCc4ccccc4)cc23)cc1, CN(C)C=O, COCCOC, O=C(Cl)C(=O)Cl, Cl, C1CCOC1. Product: Cc1ccc(-c2c(CO)n(CC(C)C)c(=O)c3ccc(OCc4ccccc4)cc23)cc1. Reaction SMILES: [CH2:1]([c:2]1[cH:3][cH:4][cH:5][cH:6][cH:7]1)[O:8][c:9]1[cH:10][c:11]2[c:12](-[c:27]3[cH:28][cH:29][c:30]([CH3:33])[cH:31][cH:32]3)[c:13]([C:24](=[O:25])[OH:26])[n:14]([CH2:20][CH:21]([CH3:22])[CH3:23])[c:15](=[O:19])[c:16]2[cH:17][cH:18]1.[CH3:40][N:41]([CH3:42])[CH:43]=[O:44].[CH3:51][O:52][CH2:53][CH2:54][O:55][CH3:56].[Cl:34][C:35]([C:36]([Cl:37])=[O:38])=[O:39].[ClH:45].[O:46]1[CH2:47][CH2:48][CH2:49][CH2:50]1>>[CH2:1]([c:2]1[cH:3][cH:4][cH:5][cH:6][cH:7]1)[O:8][c:9]1[cH:10][c:11]2[c:12](-[c:27]3[cH:28][cH:29][c:30]([CH3:33])[cH:31][cH:32]3)[c:13]([CH2:24][OH:25])[n:14]([CH2:20][CH:21]([CH3:22])[CH3:23])[c:15](=[O:19])[c:16]2[cH:17][cH:18]1.